Dataset: the Open Reaction Database (ORD), a public repository of structured organic reaction records. Task: describe an organic reaction: reactants, conditions, products, and yield Starting materials: N1=C(Cl)N=C(Cl)N=C1Cl (cyanuric chloride), aqueous solution, [OH-].[Na+] (sodium hydroxide), C(C)(C)N (isopropylamine), 21. Reaction SMILES: [N:1]1[C:8]([Cl:9])=[N:7][C:5](Cl)=[N:4][C:2]=1[Cl:3].[CH:10]([NH2:13])([CH3:12])[CH3:11].[OH-].[Na+]>C(OCC)(=O)C>[Cl:9][C:8]1[N:1]=[C:2]([Cl:3])[N:4]=[C:5]([NH:13][CH:10]([CH3:12])[CH3:11])[N:7]=1 |f:2.3|. Conditions: temperature -15 celsius, time 2 hour. The solvent is C(C)(=O)OCC (ethyl acetate). Procedure details: A suspension of 369 g of cyanuric chloride in 1000 ml of ethyl acetate is cooled to -15° C. With good stirring, 124 g of isopropylamine are first added dropwise at -20° C. to -10° C. in the course of 21/2 hours, followed by 267 g of a 30% aqueous solution of sodium hydroxide in the course of one hour. The reaction mixture is stirred for a further 11/2 hours at the same temperature, then the organic phase is separated, washed with two 100 ml portions of water and dried over sodium sulphate. The s... Yields the product ClC1=NC(=NC(=N1)Cl)NC(C)C (2,4-dichloro-6-isopropylamino-s-triazine). Reactants: C(C)(C)[SiH](C(C)C)C(C)C (triisoproylsilane), [Br-].C(C)(C)(C)OC(=O)NCCC[P+](C1=CC=CC=C1)(C1=CC=CC=C1)C1=CC=CC=C1 ((3-((tert-butoxycarbonyl)amino) propyl)triphenylphosphonium bromide). Solvent: C(=O)(C(F)(F)F)O.C(Cl)Cl (TFA CH2Cl2). Reaction conditions: time 2 hour. Product: [Br-].[NH3+]CCC[P+](C1=CC=CC=C1)(C1=CC=CC=C1)C1=CC=CC=C1.[Br-] ((3-Ammoniopropyl)triphenylphosphonium bromide). RXN SMILES: C([SiH](C(C)C)C(C)C)(C)C.[Br-:11].C(OC([NH:19][CH2:20][CH2:21][CH2:22][P+:23]([C:36]1[CH:41]=[CH:40][CH:39]=[CH:38][CH:37]=1)([C:30]1[CH:35]=[CH:34][CH:33]=[CH:32][CH:31]=1)[C:24]1[CH:29]=[CH:28][CH:27]=[CH:26][CH:25]=1)=O)(C)(C)C>C(O)(C(F)(F)F)=O.C(Cl)Cl>[Br-:11].[NH3+:19][CH2:20][CH2:21][CH2:22][P+:23]([C:36]1[CH:41]=[CH:40][CH:39]=[CH:38][CH:37]=1)([C:24]1[CH:25]=[CH:26][CH:27]=[CH:28][CH:29]=1)[C:30]1[CH:35]=[CH:34][CH:33]=[CH:32][CH:31]=1.[Br-:11] |f:1.2,3.4,5.6.7|. Procedure details: The solution of TFA/CH2Cl2 (1:1, 50 ml) containing triisoproylsilane (0.2 ml) was added to (3-((tert-butoxycarbonyl)amino) propyl)triphenylphosphonium bromide (6.15 g, 14.6 mmol). The mixture was stirred for 2 hours. After removal of the solvent, the compound was dried over vacuum and directly used in next step.